From a dataset of the Open Reaction Database (ORD), a public repository of structured organic reaction records. describe an organic reaction: reactants, conditions, products, and yield The reactants are OCC1CCC(CC1)=O (4-(hydroxymethyl)cyclohexanone), C[Mg]Br (methyl magnesium bromide). Solvent: C1CCOC1 (THF). Run at time 2 hour. The product is OCC1CCC(CC1)(O)C (4-(hydroxymethyl)-1-methylcyclohexanol). Reaction SMILES: [OH:1][CH2:2][CH:3]1[CH2:8][CH2:7][C:6](=[O:9])[CH2:5][CH2:4]1.[CH3:10][Mg]Br>C1COCC1>[OH:1][CH2:2][CH:3]1[CH2:8][CH2:7][C:6]([CH3:10])([OH:9])[CH2:5][CH2:4]1. Reported procedure: To a stirred solution of 4-(hydroxymethyl)cyclohexanone (1.0 g, 7.8 mmol) in THF (20 mL) was added methyl magnesium bromide (3.0 M in Et2O, 7.8 mL, 23.4 mmol) dropwise at 0° C. for 5 min. The mixture was allowed to warm to room temperature and stirred at the same temperature for 2 h. The reaction mixture was quenched with saturated aqueous NH4Cl and extracted with EtOAc (2×20 mL). The combined organic layers were washed with water (20 mL), brine (20 mL), dried over anhydrous Na2SO4 and concentra... Reaction SMILES: [Br:1][c:2]1[cH:3][cH:4][c:5]([CH2:6][O:7][CH2:8][C:9](=[O:10])[OH:11])[cH:12][cH:13]1.[CH2:14]([c:15]1[cH:16][cH:17][cH:18][cH:19][cH:20]1)[O:21][C:22]([NH:23][CH2:24][c:25]1[cH:26][c:27]([NH2:31])[cH:28][cH:29][cH:30]1)=[O:32].[CH3:33][CH2:34][N:35]=[C:36]=[N:37][CH2:38][CH2:39][CH2:40][N:41]([CH3:42])[CH3:43].[CH:54]([N:55]([CH2:56][CH3:57])[CH:58]([CH3:59])[CH3:60])([CH3:61])[CH3:62].[O:63]=[CH:64][N:65]([CH3:66])[CH3:67].[OH:44][n:45]1[c:46]2[n:47][cH:48][cH:49][cH:50][c:51]2[n:52][n:53]1>>[Br:1][c:2]1[cH:3][cH:4][c:5]([CH2:6][O:7][CH2:8][C:9](=[O:11])[NH:31][c:27]2[cH:26][c:25]([CH2:24][NH:23][C:22]([O:21][CH2:14][c:15]3[cH:16][cH:17][cH:18][cH:19][cH:20]3)=[O:32])[cH:30][cH:29][cH:28]2)[cH:12][cH:13]1. Reactants: O=C(O)COCc1ccc(Br)cc1, Nc1cccc(CNC(=O)OCc2ccccc2)c1, CCN=C=NCCCN(C)C, CCN(C(C)C)C(C)C, CN(C)C=O, On1nnc2cccnc21. Yields the product O=C(COCc1ccc(Br)cc1)Nc1cccc(CNC(=O)OCc2ccccc2)c1. Reactants: CC(=O)[O-], CC(C)(C)C(=O)c1cn(COCC[Si](C)(C)C)c2ncc(NC(=O)NC3CCCCC3)nc12, ClCCl, [Na+], O, O, O, O=C(O)C(F)(F)F. Product: CC(C)(C)C(=O)c1c[nH]c2ncc(NC(=O)NC3CCCCC3)nc12. As a reaction SMILES: [C:37]([O-:38])(=[O:39])[CH3:40].[CH:1]1([NH:7][C:8](=[O:9])[NH:10][c:11]2[n:12][c:13]3[c:14]([n:15][cH:16]2)[n:17]([CH2:26][O:27][CH2:28][CH2:29][Si:30]([CH3:31])([CH3:32])[CH3:33])[cH:18][c:19]3[C:20]([C:21]([CH3:22])([CH3:23])[CH3:24])=[O:25])[CH2:2][CH2:3][CH2:4][CH2:5][CH2:6]1.[Cl:42][CH2:43][Cl:44].[Na+:41].[OH2:34].[OH2:35].[OH2:36].[OH:45][C:46]([C:47]([F:48])([F:49])[F:50])=[O:51]>>[CH:1]1([NH:7][C:8](=[O:9])[NH:10][c:11]2[n:12][c:13]3[c:14]([n:15][cH:16]2)[nH:17][cH:18][c:19]3[C:20]([C:21]([CH3:22])([CH3:23])[CH3:24])=[O:25])[CH2:2][CH2:3][CH2:4][CH2:5][CH2:6]1.